Dataset: the Open Reaction Database (ORD), a public repository of structured organic reaction records. Task: describe an organic reaction: reactants, conditions, products, and yield The reactants are CC(C)(C)OC(=O)CNC(=O)c1cc(OCC(=O)N2CCCC2C(=O)NC2CCC2)n(-c2ccccc2)n1, ClCCl, O=C(O)C(F)(F)F. Yields the product O=C(O)CNC(=O)c1cc(OCC(=O)N2CCCC2C(=O)NC2CCC2)n(-c2ccccc2)n1. Reaction SMILES: [C:1]([CH3:2])([CH3:3])([CH3:4])[O:5][C:6]([CH2:7][NH:8][C:9](=[O:10])[c:11]1[n:12][n:13](-[c:32]2[cH:33][cH:34][cH:35][cH:36][cH:37]2)[c:14]([O:16][CH2:17][C:18](=[O:19])[N:20]2[CH:21]([C:25]([NH:26][CH:27]3[CH2:28][CH2:29][CH2:30]3)=[O:31])[CH2:22][CH2:23][CH2:24]2)[cH:15]1)=[O:38].[Cl:46][CH2:47][Cl:48].[F:39][C:40]([F:41])([F:42])[C:43]([OH:44])=[O:45]>>[O:5]=[C:6]([CH2:7][NH:8][C:9](=[O:10])[c:11]1[n:12][n:13](-[c:32]2[cH:33][cH:34][cH:35][cH:36][cH:37]2)[c:14]([O:16][CH2:17][C:18](=[O:19])[N:20]2[CH:21]([C:25]([NH:26][CH:27]3[CH2:28][CH2:29][CH2:30]3)=[O:31])[CH2:22][CH2:23][CH2:24]2)[cH:15]1)[OH:38]. Starting materials: [N+](=O)([O-])C1=CC=C(OC(P(OCC)(OCC)=O)P(OCC)(OCC)=O)C=C1 (tetraethyl (4-nitrophenoxymethylene)-bisphosphonate), O.NN (hydrazine hydrate). Reagents/catalysts: [Pd] (palladium on carbon). Run in CO (methanol). Run at time 3 hour. The product is NC1=CC=C(OC(P(OCC)(OCC)=O)P(OCC)(OCC)=O)C=C1 (Tetraethyl (4-aminophenoxymethylene)-bisphosphonate). Reaction SMILES: [N+:1]([C:4]1[CH:27]=[CH:26][C:7]([O:8][CH:9]([P:18](=[O:25])([O:22][CH2:23][CH3:24])[O:19][CH2:20][CH3:21])[P:10](=[O:17])([O:14][CH2:15][CH3:16])[O:11][CH2:12][CH3:13])=[CH:6][CH:5]=1)([O-])=O.O.NN>CO.[Pd]>[NH2:1][C:4]1[CH:5]=[CH:6][C:7]([O:8][CH:9]([P:18](=[O:25])([O:22][CH2:23][CH3:24])[O:19][CH2:20][CH3:21])[P:10](=[O:17])([O:14][CH2:15][CH3:16])[O:11][CH2:12][CH3:13])=[CH:26][CH:27]=1 |f:1.2|. Reported procedure: A solution of tetraethyl (4-nitrophenoxymethylene)-bisphosphonate (11 g) in methanol (120 ml) in a nitrogen atmosphere was cooled in ice and treated with hydrazine hydrate (5.3 ml) and 10% palladium on carbon (2.4 g). Stirring was continued for 3 hours at room temperature, and the catalyst was removed by filtration. The filtrate was evaporated in vacuo, and the crude product was purified by column chromatography on silica gel to give a colourless oil.